This data is from the Open Reaction Database (ORD), a public repository of structured organic reaction records. The task is: describe an organic reaction: reactants, conditions, products, and yield The reactants are Nc1ccc(C(=O)O)cc1, O=CC(O)C(O)C(O)C(O)CO. Yields the product O=C(O)c1ccc(NCC(O)C(O)C(O)C(O)CO)cc1. RXN SMILES: [NH2:13][c:14]1[cH:15][cH:16][c:17]([C:18](=[O:19])[OH:20])[cH:21][cH:22]1.[O:1]=[CH:2][CH:3]([OH:4])[CH:5]([OH:6])[CH:7]([OH:8])[CH:9]([OH:10])[CH2:11][OH:12]>>[CH2:2]([CH:3]([OH:4])[CH:5]([OH:6])[CH:7]([OH:8])[CH:9]([OH:10])[CH2:11][OH:12])[NH:13][c:14]1[cH:15][cH:16][c:17]([C:18](=[O:19])[OH:20])[cH:21][cH:22]1. Reactants: OCC(CN1C=NC=2C(=C1O)C=C(N2)NC(C(C)(C)C)=O)C2=CC=C(C(=O)N[C@@H](CCC(=O)OCC)C(=O)OCC)C=C2 (diethyl N-[4-{1-hydroxy-3-(4-hydroxy-6-pivaloylaminopyrrolo[2,3-d]pyrimidin-3-yl)prop-2-yl}benzoyl]glutamate), Cl (hydrochloric acid). As a reaction SMILES: [OH:1][CH2:2][CH:3]([C:22]1[CH:43]=[CH:42][C:25]([C:26]([NH:28][C@H:29]([C:37]([O:39]CC)=[O:38])[CH2:30][CH2:31][C:32]([O:34]CC)=[O:33])=[O:27])=[CH:24][CH:23]=1)[CH2:4][N:5]1[C:10]([OH:11])=[C:9]2[CH:12]=[C:13]([NH:15]C(=O)C(C)(C)C)[N:14]=[C:8]2[N:7]=[CH:6]1.Cl>[OH-].[Na+]>[OH:1][CH2:2][CH:3]([C:22]1[CH:43]=[CH:42][C:25]([C:26]([NH:28][C@H:29]([C:37]([OH:39])=[O:38])[CH2:30][CH2:31][C:32]([OH:34])=[O:33])=[O:27])=[CH:24][CH:23]=1)[CH2:4][N:5]1[C:10]([OH:11])=[C:9]2[CH:12]=[C:13]([NH2:15])[N:14]=[C:8]2[N:7]=[CH:6]1 |f:2.3|. The solvent is [OH-].[Na+] (sodium hydroxide). Yields the product OCC(CN1C=NC=2C(=C1O)C=C(N2)N)C2=CC=C(C(=O)N[C@@H](CCC(=O)O)C(=O)O)C=C2 (N-[4-(1-hydroxy-3-(4-hydroxy-6-aminopyrrolo[2,3-d]-pyrimidin-3-yl)prop-2-yl)benzoyl]glutamic acid). Procedure: A solution of 0.3 g of diethyl N-[4-{1-hydroxy-3-(4-hydroxy-6-pivaloylaminopyrrolo[2,3-d]pyrimidin-3-yl)prop-2-yl}benzoyl]glutamate in 9 ml of 1N aqueous sodium hydroxide is stirred under nitrogen at ambient temperature for 72 hours. The reaction mixture is rendered slightly acidic (pH=-4) with 1N hydrochloric acid and filtered. The solid thus collected is washed with water (5 ml) and cold ethanol (5 ml) and dried to give N-[4-(1-hydroxy-3-(4-hydroxy-6-aminopyrrolo[2,3-d]-pyrimidin-3-yl)prop-2-y... The reactants are C[SiH](C)C (trimethylsilane), C(C)OC(C(C=C(COCC)CP(=O)(OC(C)C)OC(C)C)NC=O)=O (5-ethoxy-4-diisopropylphosphonomethyl-2-formylamino-pent-3-enoic acid ethyl ester), C(C)O (ethanol). Run in ClCCl (dichloromethane). Conditions: time 7 hour. The product is C(C)OC(C(C=C(COCC)CP(=O)(O)O)N)=O (5-ethoxy-2-amino-4-phosphonomethyl-pent-3-enoic acid ethyl ester). Reaction SMILES: [CH2:1]([O:3][C:4](=[O:26])[CH:5]([NH:23]C=O)[CH:6]=[C:7]([CH2:12][P:13]([O:19]C(C)C)([O:15]C(C)C)=[O:14])[CH2:8][O:9][CH2:10][CH3:11])[CH3:2].C[SiH](C)C.C(O)C>ClCCl>[CH2:1]([O:3][C:4](=[O:26])[CH:5]([NH2:23])[CH:6]=[C:7]([CH2:12][P:13]([OH:15])([OH:19])=[O:14])[CH2:8][O:9][CH2:10][CH3:11])[CH3:2]. Procedure: 1.10 g (2.8 mmol) of 5-ethoxy-4-diisopropylphosphonomethyl-2-formylamino-pent-3-enoic acid ethyl ester are dissolved in 20 ml of dichloromethane, and 1.6 ml (12.3 mmol) of trimethylsilane are added dropwise at room temperature. The mixture is left to stand at room temperature for 7 hours, 20 ml of ethanol are added, the mixture is left to stand for a further 15 hours and is concentrated by evaporation, the residue is dissolved in 10 ml of ethanol, and a mixture of 10 ml of propylene oxide and 10...